This data is from the Open Reaction Database (ORD), a public repository of structured organic reaction records. The task is: describe an organic reaction: reactants, conditions, products, and yield Reactants: C(=O)(O)[O-].[Na+] (NaHCO3), C(=S)(Cl)Cl (thiophosgene), N1(CCCC1)CCOC1=CC=C(C=C1)N (4-(2-pyrrolidin-1-yl-ethoxy)-phenylamine). Run in C(Cl)(Cl)Cl (CHCl3), C(Cl)(Cl)Cl (CHCl3). Run at time 1 hour. Product: N(=C=S)C1=CC=C(OCCN2CCCC2)C=C1 (1-[2-(4-Isothiocyanato-phenoxy)-ethyl]-pyrrolidine). As a reaction SMILES: [C:1](Cl)(Cl)=[S:2].[N:5]1([CH2:10][CH2:11][O:12][C:13]2[CH:18]=[CH:17][C:16]([NH2:19])=[CH:15][CH:14]=2)[CH2:9][CH2:8][CH2:7][CH2:6]1.C([O-])(O)=O.[Na+]>C(Cl)(Cl)Cl>[N:19]([C:16]1[CH:15]=[CH:14][C:13]([O:12][CH2:11][CH2:10][N:5]2[CH2:9][CH2:8][CH2:7][CH2:6]2)=[CH:18][CH:17]=1)=[C:1]=[S:2] |f:2.3|. Reported procedure: A solution of thiophosgene (150 μL, 1.76 mmol, 1.2 equiv) in CHCl3 (2.7 mL) is added to a vigorously stirred mixture of 4-(2-pyrrolidin-1-yl-ethoxy)-phenylamine (0.303 g, 1.47 mmol) in CHCl3 (7.5 mL) and a saturated aqueous solution of NaHCO3 (7.5 mL). The resulting dark mixture is stirred at RT for 1 h. The layers are separated and the aqueous phase is extracted with CHCl3. The organic phase is washed with brine, dried (Na2SO4), filtered and concentrated in vacuo to afford the title compound as... Starting materials: BrC=1SC(=CN1)C(=O)OCC (Ethyl 2-bromo-5-thiazolecarboxylate), C1(=CC=CC=C1)O (phenol), C([O-])([O-])=O.[K+].[K+] (potassium carbonate). Run in CN(C=O)C (dimethylformamide). Conditions: temperature 80 celsius, time 3 hour. The product is O(C1=CC=CC=C1)C=1SC(=CN1)C(=O)OCC (ethyl 2-phenoxy-5-thiazolecarboxylate). Yield: 96.6%. RXN SMILES: Br[C:2]1[S:3][C:4]([C:7]([O:9][CH2:10][CH3:11])=[O:8])=[CH:5][N:6]=1.[C:12]1([OH:18])[CH:17]=[CH:16][CH:15]=[CH:14][CH:13]=1.C(=O)([O-])[O-].[K+].[K+]>CN(C)C=O>[O:18]([C:2]1[S:3][C:4]([C:7]([O:9][CH2:10][CH3:11])=[O:8])=[CH:5][N:6]=1)[C:12]1[CH:17]=[CH:16][CH:15]=[CH:14][CH:13]=1 |f:2.3.4|. Reported procedure: Ethyl 2-bromo-5-thiazolecarboxylate (10 g), phenol (4.38 g) and potassium carbonate powder (11.7 g) are suspended in dimethylformamide (50 ml) and the suspension is stirred for 3 hours at 80° C. The reaction mixture is treated in the same manner as in Example 1 to give ethyl 2-phenoxy-5-thiazolecarboxylate (10.2 g) boiling at 127°-128° C at 1 mmHg. Reactants: C(#N)C1=CC=C(C[C@@]2(C(N(C=3N2C(=CN3)C(=O)O)C3=CC(=CC(=C3)Cl)Cl)=O)C)C=C1 ((R)-5-(4-Cyano-benzyl)-7-(3,5-dichloro-phenyl)-5-methyl-6-oxo-6,7-dihydro-5H-imidazo[1,2-a]imidazole-3-carboxylic acid), ClC=1C=C(C=C(C1)Cl)N1C([C@](N2C1=NC=C2C(=O)O)(CC2=CC=C(C=C2)OC(F)(F)F)C)=O ((R)-7-(3,5-Dichloro-phenyl)-5-methyl-6-oxo-5-(4-trifluoromethoxy-benzyl)-6,7-dihydro-5H-imidazo[1,2-a]imidazole-3-carboxylic acid). Product: C(C1=CC=CC=C1)NC(=O)[C@H](C)NC(=O)C1=CN=C2N1[C@](C(N2C2=CC(=CC(=C2)Cl)Cl)=O)(C)CC2=CC=C(C=C2)C#N ((R)-5-(4-Cyano-benzyl)-7-(3,5-dichloro-phenyl)-5-methyl-6-oxo-6,7-dihydro-5H-imidazo[1,2-a]imidazole-3-carboxylic acid ((S)-1-benzylcarbamoyl-ethyl)-amide). Reaction SMILES: [C:1]([C:3]1[CH:30]=[CH:29][C:6]([CH2:7][C@@:8]2([CH3:28])[N:12]3[C:13]([C:16](O)=[O:17])=[CH:14][N:15]=[C:11]3[N:10]([C:19]3[CH:24]=[C:23]([Cl:25])[CH:22]=[C:21]([Cl:26])[CH:20]=3)[C:9]2=[O:27])=[CH:5][CH:4]=1)#[N:2].ClC1C=C(N2C3=NC=C(C(O)=O)N3[C@](C)([CH2:50][C:51]3[CH:56]=[CH:55][C:54](OC(F)(F)F)=[CH:53][CH:52]=3)C2=O)C=C(Cl)C=1>>[CH2:50]([NH:10][C:9]([C@@H:8]([NH:12][C:16]([C:13]1[N:12]2[C@@:8]([CH2:7][C:6]3[CH:29]=[CH:30][C:3]([C:1]#[N:2])=[CH:4][CH:5]=3)([CH3:28])[C:9](=[O:27])[N:10]([C:19]3[CH:24]=[C:23]([Cl:25])[CH:22]=[C:21]([Cl:26])[CH:20]=3)[C:11]2=[N:15][CH:14]=1)=[O:17])[CH3:7])=[O:27])[C:51]1[CH:52]=[CH:53][CH:54]=[CH:55][CH:56]=1. Procedure details: The following compounds were prepared using procedures similar to those described above using either (R)-5-(4-Cyano-benzyl)-7-(3,5-dichloro-phenyl)-5-methyl-6-oxo-6,7-dihydro-5H-imidazo[1,2-a]imidazole-3-carboxylic acid or (R)-7-(3,5-Dichloro-phenyl)-5-methyl-6-oxo-5-(4-trifluoromethoxy-benzyl)-6,7-dihydro-5H-imidazo[1,2-a]imidazole-3-carboxylic acid as a starting material: Starting materials: C(CCC)(=O)Cl (butyryl chloride), O[C@H]1[C@H](C(OC=2C=C(C=3C(C=4C=C5C(=NC4N(C3C12)C)C=CC=C5)=O)OC)(C)C)O ((±)-cis-1,2-Dihydroxy-6-methoxy-3,3,14-trimethyl-1,2,3,14-tetrahydro-7H-benzo[b]chromeno[6,5-g][1,8]naphthyridin-7-one), C(CCC)(=O)Cl (butyryl chloride). The reagents and catalysts are CN(C1=CC=NC=C1)C (4-dimethylaminopyridine). Run in N1=CC=CC=C1 (pyridine). Run at time 72 hour. Product: C(CCC)(=O)O[C@H]1C(OC=2C=C(C=3C(C=4C=C5C(=NC4N(C3C2[C@H]1O)C)C=CC=C5)=O)OC)(C)C ((±)-cis 1-Hydroxy-6-methoxy-3,3,14-trimethyl-7-oxo-2,3,7,14-tetrahydro-1H-benzo[b]chromeno[6,5-g][1,8]naphthyridin-2-yl butyrate). RXN SMILES: [C:1](Cl)(=[O:5])[CH2:2][CH2:3][CH3:4].[OH:7][C@@H:8]1[C:25]2[C:24]3[N:23]([CH3:26])[C:22]4[N:21]=[C:20]5[CH:27]=[CH:28][CH:29]=[CH:30][C:19]5=[CH:18][C:17]=4[C:16](=[O:31])[C:15]=3[C:14]([O:32][CH3:33])=[CH:13][C:12]=2[O:11][C:10]([CH3:35])([CH3:34])[C@@H:9]1[OH:36]>N1C=CC=CC=1.CN(C)C1C=CN=CC=1>[C:1]([O:36][C@@H:9]1[C@H:8]([OH:7])[C:25]2[C:24]3[N:23]([CH3:26])[C:22]4[N:21]=[C:20]5[CH:27]=[CH:28][CH:29]=[CH:30][C:19]5=[CH:18][C:17]=4[C:16](=[O:31])[C:15]=3[C:14]([O:32][CH3:33])=[CH:13][C:12]=2[O:11][C:10]1([CH3:34])[CH3:35])(=[O:5])[CH2:2][CH2:3][CH3:4]. Reported procedure: Add 2 equivalents of butyryl chloride to a solution of 0.74 mmol of the compound of Example 3 in 7 ml of anhydrous pyridine in the presence of 4-dimethylaminopyridine. Stir at ambient temperature for 72 hours and then add 5 equivalents of butyryl chloride and stir again for 72 hours and then evaporate to dryness. Chromatography on silica gel allows the expected product to be isolated.